From a dataset of the Open Reaction Database (ORD), a public repository of structured organic reaction records. describe an organic reaction: reactants, conditions, products, and yield Reactants: O.C[N+]1(CCOCC1)[O-] (4-methylmorpholine 4-oxide hydrate), C(C)OC(CC1=CSC2=C1C=CC(=C2)C=C)=O (ethyl(6-vinyl-1-benzothiophen-3-yl)acetate), CC(=O)C (acetone), CC#N (CH3CN). The reagents and catalysts are [Os](=O)(=O)(=O)=O (osmium(VIII) oxide). The solvent is O (water). Run at time 4 day. The product is C(C)OC(CC1=CSC2=C1C=CC(=C2)C(CO)O)=O (Ethyl(6-(1,2-dihydroxyethyl)-1-benzothiophen-3-yl)acetate). Reaction SMILES: O.C[N+]1([O-])CC[O:6]CC1.[CH2:10]([O:12][C:13](=[O:26])[CH2:14][C:15]1[C:19]2[CH:20]=[CH:21]C(C=C)=[CH:23][C:18]=2[S:17][CH:16]=1)[CH3:11].[CH3:27][C:28]([CH3:30])=[O:29].CC#N>[Os](=O)(=O)(=O)=O.O>[CH2:10]([O:12][C:13](=[O:26])[CH2:14][C:15]1[C:19]2[CH:20]=[CH:21][C:27]([CH:28]([OH:29])[CH2:30][OH:6])=[CH:23][C:18]=2[S:17][CH:16]=1)[CH3:11] |f:0.1|. Reported procedure: To a mixture of 4-methylmorpholine 4-oxide hydrate (527 mg), ethyl(6-vinyl-1-benzothiophen-3-yl)acetate (320 mg), acetone (0.5 mL), CH3CN (0.500 mL) and water (0.500 mL) was added osmium(VIII) oxide (7% microcapsule, 472 mg) at room temperature. The mixture was stirred at room temperature for 4 d. The insoluble material was removed by filtration through Celite®, and the filtrate was concentrated in vacuo. Water was added to the mixture and the mixture was extracted with EtOAc. The organic layer ... Starting materials: C(C1=CN=CC=C1)(=O)O (nicotinic acid), C1(=CC=C(C=C1)S(=O)(=O)Cl)C (p-toluenesulfonyl chloride), C([O-])([O-])=O.[K+].[K+] (potassium carbonate), [Cl-].[Na+] (sodium chloride), Cl.COC(CN)=O (Glycine methyl ester hydrochloride), C(=O)([O-])[O-].[K+].[K+] (K2CO3). Reagents/catalysts: [Cl-].C(C1=CC=CC=C1)[N+](CC)(CC)CC (benzyltriethylammonium chloride). Solvent: C(Cl)(Cl)Cl (chloroform). Conditions: temperature 40 celsius, time 1 hour. The product is COC(CNC(=O)C=1C=NC=CC1)=O ([(pyridine-3-carbonyl)-amino]-acetic acid methyl ester). As a reaction SMILES: [Cl-].[Na+].[C:3]([OH:11])(=O)[C:4]1[CH:9]=[CH:8][CH:7]=[N:6][CH:5]=1.C1(C)C=CC(S(Cl)(=O)=O)=CC=1.C(=O)([O-])[O-].[K+].[K+].Cl.[CH3:30][O:31][C:32](=[O:35])[CH2:33][NH2:34]>[Cl-].C([N+](CC)(CC)CC)C1C=CC=CC=1.C(Cl)(Cl)Cl>[CH3:30][O:31][C:32](=[O:35])[CH2:33][NH:34][C:3]([C:4]1[CH:5]=[N:6][CH:7]=[CH:8][CH:9]=1)=[O:11] |f:0.1,4.5.6,7.8,9.10|. Procedure: An ice-cold suspension of the hydrochloride salt of nicotinoyl chloride (5 grams (g), 28 millimoles (mmol)) in dichloroethane (DCE, 150 milliliters (mL)) was treated with glycine methyl ester hydrochloride (3.7 g, 29 mmol) in portions, followed by dropwise addition of triethylamine (Et3N, 15.6 mL, 0.111 moles (mol)) via syringe. The reaction mixture was allowed to come to room temperature under nitrogen over 14 hours (h), washed with water (2×100 mL), brine (100 mL), dried over magnesium sulfate... Starting materials: CCCCCC (hexane), BrC1=C(C(=O)O)C=CC=C1 (2-bromobenzoic acid), [BH4-].[Na+] (sodium borohydride), B(F)(F)F.CCOCC (boron trifluoride diethyl etherate). Run in O1CCCC1 (tetrahydrofuran), O1CCCC1 (tetrahydrofuran). Conditions: time 15 minute. The product is BrC1=C(CO)C=CC=C1 (2-bromobenzyl alcohol). Yield: 78.3%. Reaction SMILES: [BH4-].[Na+].B(F)(F)F.CCOCC.[Br:12][C:13]1[CH:21]=[CH:20][CH:19]=[CH:18][C:14]=1[C:15](O)=[O:16].CCCCCC>O1CCCC1>[Br:12][C:13]1[CH:21]=[CH:20][CH:19]=[CH:18][C:14]=1[CH2:15][OH:16] |f:0.1,2.3|. Procedure: A 5-liter, 3-necked glass reaction vessel equipped as described in Example 1 was charged with 62.4 grams (1.65 moles) of sodium borohydride, 1 liter of tetrahydrofuran, and 0.26 liter (2.1 moles) of boron trifluoride diethyl etherate at 0°-5°C using essentially the same procedure as described in Example 1. After stirring the reaction mixture for an additional 15 minutes, a solution of 400 grams (2 moles) of 2-bromobenzoic acid in 1 liter of tetrahydrofuran was added dropwise over a 1.5 hour peri... The reactants are CCO, O=[N+]([O-])c1cnccc1N1CCc2ccccc21. Product: Nc1cnccc1N1CCc2ccccc21. As a reaction SMILES: [CH3:19][CH2:20][OH:21].[N+:1]([O-:2])(=[O:3])[c:4]1[cH:5][n:6][cH:7][cH:8][c:9]1[N:10]1[CH2:11][CH2:12][c:13]2[cH:14][cH:15][cH:16][cH:17][c:18]21>>[NH2:1][c:4]1[cH:5][n:6][cH:7][cH:8][c:9]1[N:10]1[CH2:11][CH2:12][c:13]2[cH:14][cH:15][cH:16][cH:17][c:18]21. Starting materials: C(=O)(C(F)(F)F)O (TFA), C(C)(C)(C)OC(NC1CC(CCC1)NC(=O)C1=CNC2=NC=C(N=C21)C2=NN(C1=CC(=CC=C21)Cl)C)=O ((3-{[2-(6-chloro-1-methyl-1H-indazol-3-yl)-5H-pyrrolo[2,3-b]pyrazine-7-carbonyl]-amino}-cyclohexyl)-carbamic acid tert-butyl ester), C1CCCCC1 (Cyclohexane). Solvent: ClCCl (dichloromethane), CO (MeOH), ClCCl (dichloromethane). Yields the product NC1CC(CCC1)NC(=O)C1=CNC2=NC=C(N=C21)C2=NN(C1=CC(=CC=C21)Cl)C (2-(6-chloro-1-methyl-1H-indazol-3-yl)-5H-pyrrolo[2,3-b]pyrazine-7-carboxylic acid (3-amino-cyclohexyl)-amide). Isolated yield 33.7%. Reaction SMILES: C(OC(=O)[NH:7][CH:8]1[CH2:13][CH2:12][CH2:11][CH:10]([NH:14][C:15]([C:17]2[C:25]3[C:20](=[N:21][CH:22]=[C:23]([C:26]4[C:34]5[C:29](=[CH:30][C:31]([Cl:35])=[CH:32][CH:33]=5)[N:28]([CH3:36])[N:27]=4)[N:24]=3)[NH:19][CH:18]=2)=[O:16])[CH2:9]1)(C)(C)C.C(O)(C(F)(F)F)=O.C1CCCCC1>ClCCl.CO>[NH2:7][CH:8]1[CH2:13][CH2:12][CH2:11][CH:10]([NH:14][C:15]([C:17]2[C:25]3[C:20](=[N:21][CH:22]=[C:23]([C:26]4[C:34]5[C:29](=[CH:30][C:31]([Cl:35])=[CH:32][CH:33]=5)[N:28]([CH3:36])[N:27]=4)[N:24]=3)[NH:19][CH:18]=2)=[O:16])[CH2:9]1. Procedure details: The less polar, diastereomer B of (3-{[2-(6-chloro-1-methyl-1H-indazol-3-yl)-5H-pyrrolo[2,3-b]pyrazine-7-carbonyl]-amino}-cyclohexyl)-carbamic acid tert-butyl ester (66 mg, 126 μmol) isolated from Example 276 was dissolved in dichloromethane (5 mL) and treated with TFA (1.48 g, 1 mL, 13.0 mmol). After 18 h at room temperature the solvents were evaporated and the residue dissolved in dichloromethane/MeOH, adsorbed on silica gel and purified by chromatography (25 g column, 50 μm from Thomson, 0 to... The reactants are CCOP(=O)(CC(C)=O)OCC, COc1ccc(OCCCCI)c(Cl)c1, [LiH]. The product is CCOP(=O)(OCC)C(CCCCOc1ccc(OC)cc1Cl)C(C)=O. As a reaction SMILES: [CH2:2]([C:3](=[O:4])[CH3:5])[P:6]([O:7][CH2:8][CH3:9])([O:10][CH2:11][CH3:12])=[O:13].[Cl:14][c:15]1[c:16]([O:17][CH2:18][CH2:19][CH2:20][CH2:21][I:22])[cH:23][cH:24][c:25]([O:27][CH3:28])[cH:26]1.[LiH:1]>>[CH:2]([C:3](=[O:4])[CH3:5])([P:6]([O:7][CH2:8][CH3:9])([O:10][CH2:11][CH3:12])=[O:13])[CH2:21][CH2:20][CH2:19][CH2:18][O:17][c:16]1[c:15]([Cl:14])[cH:26][c:25]([O:27][CH3:28])[cH:24][cH:23]1. Reactants: C(C)C(C([O-])([O-])[O-])(CC)CC (triethylorthoacetate), C1(CCC1)N1CCC2=C(CC1)C=CC(=C2)OC2=CC=C(C=N2)C(=O)NN (6-[(3-cyclobutyl-2,3,4,5-tetrahydro-1H-3-benzazepin-7-yl)oxy]-3-pyridinecarbohydrazide). The product is C1(CCC1)N1CCC2=C(CC1)C=CC(=C2)OC2=NC=C(C=C2)C=2OC(=NN2)C (3-Cyclobutyl-7-{[5-(5-methyl-1,3,4-oxadiazol-2-yl)-2-pyridinyl]oxy}-2,3,4,5-tetrahydro-1H-3-benzazepine). Reaction SMILES: [CH2:1](C(CC)(CC)C([O-])([O-])[O-])[CH3:2].[CH:12]1([N:16]2[CH2:22][CH2:21][C:20]3[CH:23]=[CH:24][C:25]([O:27][C:28]4[N:33]=[CH:32][C:31]([C:34]([NH:36][NH2:37])=[O:35])=[CH:30][CH:29]=4)=[CH:26][C:19]=3[CH2:18][CH2:17]2)[CH2:15][CH2:14][CH2:13]1>>[CH:12]1([N:16]2[CH2:22][CH2:21][C:20]3[CH:23]=[CH:24][C:25]([O:27][C:28]4[CH:29]=[CH:30][C:31]([C:34]5[O:35][C:1]([CH3:2])=[N:37][N:36]=5)=[CH:32][N:33]=4)=[CH:26][C:19]=3[CH2:18][CH2:17]2)[CH2:13][CH2:14][CH2:15]1. Reported procedure: A mixture of triethylorthoacetate (3 ml) and 6-[(3-cyclobutyl-2,3,4,5-tetrahydro-1H-3-benzazepin-7-yl)oxy]-3-pyridinecarbohydrazide (D54) (185 mg, 0.52 mmol) was heated at reflux for 16 hours. The reaction mixture was concentrated and the resulting residue was purified by column chromatography eluting with a mixture of 0.880 ammonia:methanol:dichloromethane (0.1:5:95) to afford the title compound (E216). MS (ES+) m/e 377 [M+H]+.